describe an organic reaction: reactants, conditions, products, and yield From a dataset of the Open Reaction Database (ORD), a public repository of structured organic reaction records. Starting materials: NC=1SC2=C(N=C(N=C2NC(CO)COC)SCC2=C(C(=CC=C2)F)F)N1 ((+/−)-2-[[2-amino-5-[[(2,3-difluorophenyl)methyl]thio]thiazolo[4,5-d]pyrimidin-7-yl]amino]-3-methoxy-1-propanol), Cl (hydrochloric acid), N(=O)[O-].[Na+] (sodium nitrite). Run in ice water, O (water), O (water). Conditions: time 2 hour. The product is ClC=1SC2=C(N=C(N=C2NC(CO)COC)SCC2=C(C(=CC=C2)F)F)N1 ((+/−)-2-[[2-chloro-5-[[(2,3-difluorophenyl)methyl]thio]thiazolo[4,5-d]pyrimidin-7-yl]amino]-3-methoxy-1-propanol). As a reaction SMILES: N[C:2]1[S:3][C:4]2[C:9]([NH:10][CH:11]([CH2:14][O:15][CH3:16])[CH2:12][OH:13])=[N:8][C:7]([S:17][CH2:18][C:19]3[CH:24]=[CH:23][CH:22]=[C:21]([F:25])[C:20]=3[F:26])=[N:6][C:5]=2[N:27]=1.[ClH:28].N([O-])=O.[Na+]>O>[Cl:28][C:2]1[S:3][C:4]2[C:9]([NH:10][CH:11]([CH2:14][O:15][CH3:16])[CH2:12][OH:13])=[N:8][C:7]([S:17][CH2:18][C:19]3[CH:24]=[CH:23][CH:22]=[C:21]([F:25])[C:20]=3[F:26])=[N:6][C:5]=2[N:27]=1 |f:2.3|. Procedure: To a solution of the product from example 40 step b) (1.0 g) in a mixture of concentrated hydrochloric acid (40 ml) and water (32 ml) cooled in ice water was added a solution of sodium nitrite (0.4 g) in water (5 mL), stirred at this temp for 2 hours. The mixture was then extracted into ethyl acetate, dried and evaporated to give the subtitle compound, (0.6 g). Reactants: Cl (hydrochloric acid), C([O-])([O-])=O.[Cs+].[Cs+] (cesium carbonate), FC(C(=O)O)(F)F.OC=1C=C(C(=N)N)C=CC1 (3-hydroxybenzamidine trifluoroacetate), BrCCOC(=O)C1=CC=C(OC2CCN(CC2)C(=O)OCC2=CC=CC=C2)C=C1 (benzyl 4-{4-[(2-bromoethoxy)carbonyl]phenoxy}piperidine-1-carboxylate). The reagents and catalysts are [C].[Pd] (Palladium-carbon). The solvent is C(C)O (ethanol), CN(C)C=O (DMF). Reaction conditions: temperature 50 celsius, time 6 hour. Yields the product N1CCC(CC1)OC1=CC=C(C(=O)OCCOC2=CC(=CC=C2)C(N)=N)C=C1 (2-{3-amidinophenoxy}ethyl 4-(piperidin-4-yloxy)benzoate), crude product. Reaction SMILES: FC(F)(F)C(O)=O.[OH:8][C:9]1[CH:10]=[C:11]([CH:15]=[CH:16][CH:17]=1)[C:12]([NH2:14])=[NH:13].Br[CH2:19][CH2:20][O:21][C:22]([C:24]1[CH:46]=[CH:45][C:27]([O:28][CH:29]2[CH2:34][CH2:33][N:32](C(OCC3C=CC=CC=3)=O)[CH2:31][CH2:30]2)=[CH:26][CH:25]=1)=[O:23].C(=O)([O-])[O-].[Cs+].[Cs+].Cl>CN(C=O)C.C(O)C.[C].[Pd]>[NH:32]1[CH2:31][CH2:30][CH:29]([O:28][C:27]2[CH:45]=[CH:46][C:24]([C:22]([O:21][CH2:20][CH2:19][O:8][C:9]3[CH:17]=[CH:16][CH:15]=[C:11]([C:12](=[NH:14])[NH2:13])[CH:10]=3)=[O:23])=[CH:25][CH:26]=2)[CH2:34][CH2:33]1 |f:0.1,3.4.5,9.10|. Procedure details: 3-Hydroxybenzamidine trifluoroacetate (298 mg, 1.19 mmol) obtained in Step 1 of Example 2, benzyl 4-{4-[(2-bromoethoxy)carbonyl]phenoxy}piperidine-1-carboxylate (500 mg, 1.08 mmol), and cesium carbonate (717 mg, 2.20 mmol) were suspended in dehydrated DMF, and the mixture was stirred at 50° C. for 6 hours. The reaction mixture was ice-cooled, and 1N hydrochloric acid (4.5 ml) was added to the mixture and the mixture was concentrated under reduced pressure. The obtained residue was diluted with e... Reactants: Cc1cc(Cl)c2cc(Cl)cc(Cl)c2n1, [Na], CN(C)C=O, O, c1nc[nH]n1. Yields the product Cc1cc(-n2cncn2)c2cc(Cl)cc(Cl)c2n1. RXN SMILES: [CH3:1][c:2]1[n:3][c:4]2[c:5]([Cl:14])[cH:6][c:7]([Cl:13])[cH:8][c:9]2[c:10]([Cl:12])[cH:11]1.[Na:15].[O:21]=[CH:22][N:23]([CH3:24])[CH3:25].[OH2:26].[nH:16]1[n:17][cH:18][n:19][cH:20]1>>[CH3:1][c:2]1[n:3][c:4]2[c:5]([Cl:14])[cH:6][c:7]([Cl:13])[cH:8][c:9]2[c:10](-[n:16]2[n:17][cH:18][n:19][cH:20]2)[cH:11]1. Starting materials: N(O)=C(C1=CC=C(C=C1)OC)C(=O)C=1C=NC=CC1 ((α-hydroximino-p-methoxybenzyl)-(3-pyridyl)-ketone), COC1=CC=C(CC(=O)C=2C=NC=CC2)C=C1 ((p-methoxybenzyl)-(3-pyridyl)-ketone). Yields the product ON=C(C1=CC=CC=C1)C(=O)C=1C=NC=CC1 ((α-hydroxyimino-benzyl)-(3-pyridyl)-ketone). As a reaction SMILES: [N:1](=[C:3]([C:12]([C:14]1[CH:15]=[N:16][CH:17]=[CH:18][CH:19]=1)=[O:13])[C:4]1[CH:9]=[CH:8][C:7](OC)=[CH:6][CH:5]=1)[OH:2].COC1C=CC(CC(C2C=NC=CC=2)=O)=CC=1>>[OH:2][N:1]=[C:3]([C:12]([C:14]1[CH:15]=[N:16][CH:17]=[CH:18][CH:19]=1)=[O:13])[C:4]1[CH:5]=[CH:6][CH:7]=[CH:8][CH:9]=1. Procedure: (α-hydroximino-p-methoxybenzyl)-(3-pyridyl)-ketone (m.p. 183°-186°C), starting from 11.3 g (p-methoxybenzyl)-(3-pyridyl)-ketone. The reactants are CC(=O)Cl, ClCCl, CN(C)C=O, Oc1ccc2c(c1)[nH]c1ccccc12. Product: CC(=O)Oc1ccc2c(c1)[nH]c1ccccc12. RXN SMILES: [CH3:15][C:16]([Cl:17])=[O:18].[Cl:24][CH2:25][Cl:26].[O:19]=[CH:20][N:21]([CH3:22])[CH3:23].[cH:1]1[c:2]([OH:14])[cH:3][cH:4][c:5]2[c:6]3[cH:7][cH:8][cH:9][cH:10][c:11]3[nH:12][c:13]12>>[cH:1]1[c:2]([O:14][C:16]([CH3:15])=[O:18])[cH:3][cH:4][c:5]2[c:6]3[cH:7][cH:8][cH:9][cH:10][c:11]3[nH:12][c:13]12.